From a dataset of the Open Reaction Database (ORD), a public repository of structured organic reaction records. describe an organic reaction: reactants, conditions, products, and yield Starting materials: COc1ccc2cc(C(C)C(=O)O)ccc2c1, CCN=C=NCCCN(C)C, CN(C)c1ccncc1, ClCCl, Cl, CN(C)C=O, Cc1ccc(S(=O)(=O)N(CCO)CCO)cc1. Product: COc1ccc2cc(C(C)C(=O)OCCN(CCO)S(=O)(=O)c3ccc(C)cc3)ccc2c1. As a reaction SMILES: [CH3:1][O:2][c:3]1[cH:4][c:5]2[cH:6][cH:7][c:8]([CH:13]([C:14](=[O:15])[OH:16])[CH3:17])[cH:9][c:10]2[cH:11][cH:12]1.[CH3:36][N:37]([CH3:38])[CH2:39][CH2:40][CH2:41][N:42]=[C:43]=[N:44][CH2:45][CH3:46].[CH3:47][N:48]([c:49]1[cH:50][cH:51][n:52][cH:53][cH:54]1)[CH3:55].[Cl:56][CH2:57][Cl:58].[ClH:35].[O:59]=[CH:60][N:61]([CH3:62])[CH3:63].[OH:18][CH2:19][CH2:20][N:21]([S:22](=[O:23])(=[O:24])[c:25]1[cH:26][cH:27][c:28]([CH3:31])[cH:29][cH:30]1)[CH2:32][CH2:33][OH:34]>>[CH3:1][O:2][c:3]1[cH:4][c:5]2[cH:6][cH:7][c:8]([CH:13]([C:14]([O:15][CH2:33][CH2:32][N:21]([CH2:20][CH2:19][OH:18])[S:22](=[O:23])(=[O:24])[c:25]3[cH:26][cH:27][c:28]([CH3:31])[cH:29][cH:30]3)=[O:16])[CH3:17])[cH:9][c:10]2[cH:11][cH:12]1. Starting materials: COc1ccccc1N1CCN(CC(O)COc2ccccc2C(=O)O)CC1, CO, O=S(=O)(O)O. Yields the product COC(=O)c1ccccc1OCC(O)CN1CCN(c2ccccc2OC)CC1. As a reaction SMILES: [C:1](=[O:2])([OH:3])[c:4]1[c:5]([O:6][CH2:7][CH:8]([CH2:9][N:10]2[CH2:11][CH2:12][N:13]([c:16]3[c:17]([O:22][CH3:23])[cH:18][cH:19][cH:20][cH:21]3)[CH2:14][CH2:15]2)[OH:24])[cH:25][cH:26][cH:27][cH:28]1.[CH3:34][OH:35].[S:29](=[O:30])(=[O:31])([OH:32])[OH:33]>>[C:1]([O:2][CH3:34])(=[O:3])[c:4]1[c:5]([O:6][CH2:7][CH:8]([CH2:9][N:10]2[CH2:11][CH2:12][N:13]([c:16]3[c:17]([O:22][CH3:23])[cH:18][cH:19][cH:20][cH:21]3)[CH2:14][CH2:15]2)[OH:24])[cH:25][cH:26][cH:27][cH:28]1. The reactants are CCOC(C)O, COc1cc2ncc(C#N)c(Cl)c2cc1OC, Cl, Nc1cccc2cnccc12, [Na+], [Na+], O=C([O-])[O-], O, c1ccncc1. Yields the product COc1cc2ncc(C#N)c(Nc3cccc4cnccc34)c2cc1OC. RXN SMILES: [CH2:36]([O:37][CH:38]([OH:39])[CH3:40])[CH3:41].[Cl:1][c:2]1[c:3]([C:16]#[N:17])[cH:4][n:5][c:6]2[cH:7][c:8]([O:14][CH3:15])[c:9]([O:12][CH3:13])[cH:10][c:11]12.[ClH:29].[NH2:18][c:19]1[c:20]2[cH:21][cH:22][n:23][cH:24][c:25]2[cH:26][cH:27][cH:28]1.[Na+:42].[Na+:43].[O-:44][C:45](=[O:46])[O-:47].[OH2:48].[n:30]1[cH:31][cH:32][cH:33][cH:34][cH:35]1>>[c:2]1([NH:18][c:19]2[c:20]3[cH:21][cH:22][n:23][cH:24][c:25]3[cH:26][cH:27][cH:28]2)[c:3]([C:16]#[N:17])[cH:4][n:5][c:6]2[cH:7][c:8]([O:14][CH3:15])[c:9]([O:12][CH3:13])[cH:10][c:11]12. Starting materials: C1(=CC=CC=C1)SCN1S(N(C(C1=O)CCC)CC)(=O)=O (2-phenylthiomethyl-4-propyl-5-ethyl-1,2,5-thiadiazolidin-3-one 1, 1-dioxide), S(=O)(=O)(Cl)Cl (sulfuryl chloride). The solvent is C(Cl)Cl (methylene chloride). Product: ClCN1S(N(C(C1=O)CCC)CC)(=O)=O (2-chloromethyl-4-propyl-5-ethyl-1,2,5-thiadiazolidin-3-one 1,1-dioxide). The yield is 77.0%. As a reaction SMILES: C1(S[CH2:8][N:9]2[C:13](=[O:14])[CH:12]([CH2:15][CH2:16][CH3:17])[N:11]([CH2:18][CH3:19])[S:10]2(=[O:21])=[O:20])C=CC=CC=1.S(Cl)([Cl:25])(=O)=O>C(Cl)Cl>[Cl:25][CH2:8][N:9]1[C:13](=[O:14])[CH:12]([CH2:15][CH2:16][CH3:17])[N:11]([CH2:18][CH3:19])[S:10]1(=[O:21])=[O:20]. Reported procedure: A solution of 2-phenylthiomethyl-4-propyl-5-ethyl-1,2,5-thiadiazolidin-3-one 1, 1-dioxide (3.97 g) and sulfuryl chloride (1.47 ml) in 80 ml of methylene chloride was stirred for 3 hours at room temperature. The mixture was concentrated in vacuo and the residue triturated in hexane. The solvent was concentrated in vacuo and the residue was purified by flash chromatography (silica gel) to afford 2.4 g (77%) of 2-chloromethyl-4-propyl-5-ethyl-1,2,5-thiadiazolidin-3-one 1,1-dioxide (Formula II: R1 =...